From a dataset of the Open Reaction Database (ORD), a public repository of structured organic reaction records. describe an organic reaction: reactants, conditions, products, and yield Starting materials: CC(=O)Nc1nc(C(=O)Nc2ccc(NC(=O)OC(C)(C)C)cc2)cs1, CO, CCOC(C)=O, Cl. Product: CC(=O)Nc1nc(C(=O)Nc2ccc(N)cc2)cs1, Cl. As a reaction SMILES: [C:1]([CH3:2])(=[O:3])[NH:4][c:5]1[s:6][cH:7][c:8]([C:10](=[O:11])[NH:12][c:13]2[cH:14][cH:15][c:16]([NH:19][C:20](=[O:21])[O:22][C:23]([CH3:24])([CH3:25])[CH3:26])[cH:17][cH:18]2)[n:9]1.[CH3:28][OH:29].[CH3:30][CH2:31][O:32][C:33](=[O:34])[CH3:35].[ClH:27]>>[C:1]([CH3:2])(=[O:3])[NH:4][c:5]1[s:6][cH:7][c:8]([C:10](=[O:11])[NH:12][c:13]2[cH:14][cH:15][c:16]([NH2:19])[cH:17][cH:18]2)[n:9]1.[ClH:27]. Reactants: OC=1C(=NN2C1C(N(CC2C=2C=NC=CC2)C)=O)C(=O)OC (Methyl 3-hydroxy-5-methyl-4-oxo-7-pyridin-3-yl-4,5,6,7-tetrahydropyrazolo[1,5-a]pyrazine-2-carboxylate), FC1=CC=C(CN)C=C1 (4-fluorobenzylamine). Run in CO (MeOH). Yields the product FC1=CC=C(CNC(=O)C2=NN3C(C(N(CC3C=3C=NC=CC3)C)=O)=C2O)C=C1 (N-(4-fluorobenzyl)-3-hydroxy-5-methyl-4-oxo-7-pyridin-3-yl-4,5,6,7-tetrahydropyrazolo[1,5-a]pyrazine-2-carboxamide). Reaction SMILES: [OH:1][C:2]1[C:3]([C:19](OC)=[O:20])=[N:4][N:5]2[CH:10]([C:11]3[CH:12]=[N:13][CH:14]=[CH:15][CH:16]=3)[CH2:9][N:8]([CH3:17])[C:7](=[O:18])[C:6]=12.[F:23][C:24]1[CH:31]=[CH:30][C:27]([CH2:28][NH2:29])=[CH:26][CH:25]=1>CO>[F:23][C:24]1[CH:31]=[CH:30][C:27]([CH2:28][NH:29][C:19]([C:3]2[C:2]([OH:1])=[C:6]3[C:7](=[O:18])[N:8]([CH3:17])[CH2:9][CH:10]([C:11]4[CH:12]=[N:13][CH:14]=[CH:15][CH:16]=4)[N:5]3[N:4]=2)=[O:20])=[CH:26][CH:25]=1. Reported procedure: Methyl 3-hydroxy-5-methyl-4-oxo-7-pyridin-3-yl-4,5,6,7-tetrahydropyrazolo[1,5-a]pyrazine-2-carboxylate (40 mg, 0.13 mmol) and 4-fluorobenzylamine (130 mg, 1.06 mmol) were combined in MeOH (0.5 mL) and the mixture was heated to reflux, allowing the solvent to slowly evaporate over 18 hours. The residue was purified by preparative HPLC (Waters Nova Pak column (100×40 mm I.D. cartridge, C18, 6 μM pore size) eluting with 95-5% water (0.1% TFA)/acetonitrile (0.1% TFA) at 35 mL/minute.). The appropria... The reactants are FC1=C(C=CC(=C1)F)C(CN1N=CN=C1)=O (1-(2,4-difluorophenyl)-2-(1H-1,2,4-triazol-1-yl)ethanone), C(C)(C)[N-]C(C)C.[Li+] (lithium diisopropylamide), ClC=1C=NC=CC1CC (3-chloro-4-ethylpyridine), solution, C(CCC)[Li] (n-butyllithium), CCCCCC (hexane). Solvent: C1CCOC1 (THF), C1CCOC1 (THF). Reaction conditions: temperature -20 celsius. Yields the product ClC=1C=NC=CC1C(C(CN1N=CN=C1)(O)C1=C(C=C(C=C1)F)F)C (3-(3-Chloropyridin-4-yl)-2-(2,4-difluorophenyl)-1-(1H-1,2,4-triazol-1-yl)butan-2-ol). Reaction SMILES: C([Li])CCC.CCCCCC.C([N-]C(C)C)(C)C.[Li+].[Cl:20][C:21]1[CH:22]=[N:23][CH:24]=[CH:25][C:26]=1[CH2:27][CH3:28].[F:29][C:30]1[CH:35]=[C:34]([F:36])[CH:33]=[CH:32][C:31]=1[C:37](=[O:44])[CH2:38][N:39]1[CH:43]=[N:42][CH:41]=[N:40]1>C1COCC1>[Cl:20][C:21]1[CH:22]=[N:23][CH:24]=[CH:25][C:26]=1[CH:27]([CH3:28])[C:37]([C:31]1[CH:32]=[CH:33][C:34]([F:36])=[CH:35][C:30]=1[F:29])([OH:44])[CH2:38][N:39]1[CH:43]=[N:42][CH:41]=[N:40]1 |f:2.3|. Procedure: To a solution of diiscpropylamine (1.01 g, 10 mmol) in dry THF (60 ml) at -60° C. and under a nitrogen atmosphere was added dropwise a 1.6M solution of n-butyllithium in hexane (6.25 ml, 10 mmol). The mixture was allowed to warm to -20° C. then recooled to -70° C. and to the resulting solution of lithium diisopropylamide (LDA) (10 mmol) at -70° C. was added dropwise 3-chloro-4-ethylpyridine (see D. L. Comins et al, Heterocycles, 22, 339 (1984)) (1.41 g, 10 mmol). The resulting mixture was stirre... The reactants are O=S1(=O)N(CCCBr)c2ccccc2N1c1ccc(F)c(F)c1, CCOCC, CN(C)C=O, CCN(C(C)C)C(C)C, CC(C)(C)OC(=O)N1CCNCC1. The product is CC(C)(C)OC(=O)N1CCN(CCCN2c3ccccc3N(c3ccc(F)c(F)c3)S2(=O)=O)CC1. RXN SMILES: [Br:1][CH2:2][CH2:3][CH2:4][N:5]1[S:6](=[O:22])(=[O:23])[N:7]([c:14]2[cH:15][c:16]([F:21])[c:17]([F:20])[cH:18][cH:19]2)[c:8]2[c:9]1[cH:10][cH:11][cH:12][cH:13]2.[CH2:51]([O:52][CH2:53][CH3:54])[CH3:55].[CH3:46][N:47]([CH3:48])[CH:49]=[O:50].[CH:37]([N:38]([CH2:39][CH3:40])[CH:41]([CH3:42])[CH3:43])([CH3:44])[CH3:45].[N:24]1([C:30](=[O:31])[O:32][C:33]([CH3:34])([CH3:35])[CH3:36])[CH2:25][CH2:26][NH:27][CH2:28][CH2:29]1>>[CH2:2]([CH2:3][CH2:4][N:5]1[S:6](=[O:22])(=[O:23])[N:7]([c:14]2[cH:15][c:16]([F:21])[c:17]([F:20])[cH:18][cH:19]2)[c:8]2[c:9]1[cH:10][cH:11][cH:12][cH:13]2)[N:27]1[CH2:26][CH2:25][N:24]([C:30](=[O:31])[O:32][C:33]([CH3:34])([CH3:35])[CH3:36])[CH2:29][CH2:28]1. Starting materials: CC(=O)[O-], O=C([O-])[O-], CC(=O)[O-], Cc1ccccc1, CN1CCNCC1, CCOC(C)=O, [Cs+], [Cs+], Cc1ccc(C(=O)NC2CC2)cc1-n1ccc2ccc(OS(=O)(=O)C(F)(F)F)cc2c1=O, [Pd+2], c1ccc(P(c2ccccc2)c2ccc3ccccc3c2-c2c(P(c3ccccc3)c3ccccc3)ccc3ccccc23)cc1. Yields the product Cc1ccc(C(=O)NC2CC2)cc1-n1ccc2ccc(N3CCN(C)CC3)cc2c1=O. As a reaction SMILES: [C:103]([O-:104])(=[O:105])[CH3:106].[C:79](=[O:80])([O-:81])[O-:82].[C:98]([O-:99])(=[O:100])[CH3:101].[CH3:107][c:108]1[cH:109][cH:110][cH:111][cH:112][cH:113]1.[CH3:85][N:86]1[CH2:87][CH2:88][NH:89][CH2:90][CH2:91]1.[CH3:92][CH2:93][O:94][C:95](=[O:96])[CH3:97].[Cs+:83].[Cs+:84].[F:1][C:2]([F:3])([F:4])[S:5]([O:6][c:7]1[cH:8][cH:9][c:10]2[cH:11][cH:12][n:13](-[c:18]3[c:19]([CH3:30])[cH:20][cH:21][c:22]([C:24](=[O:25])[NH:26][CH:27]4[CH2:28][CH2:29]4)[cH:23]3)[c:14](=[O:17])[c:15]2[cH:16]1)(=[O:31])=[O:32].[Pd+2:102].[cH:33]1[cH:34][cH:35][c:36]([P:37]([c:38]2[cH:39][cH:40][c:41]3[c:42]([cH:43][cH:44][cH:45][cH:46]3)[c:47]2-[c:48]2[c:49]3[c:50]([cH:51][cH:52][cH:53][cH:54]3)[cH:55][cH:56][c:57]2[P:58]([c:59]2[cH:60][cH:61][cH:62][cH:63][cH:64]2)[c:65]2[cH:66][cH:67][cH:68][cH:69][cH:70]2)[c:71]2[cH:72][cH:73][cH:74][cH:75][cH:76]2)[cH:77][cH:78]1>>[c:7]1([N:89]2[CH2:88][CH2:87][N:86]([CH3:85])[CH2:91][CH2:90]2)[cH:8][cH:9][c:10]2[cH:11][cH:12][n:13](-[c:18]3[c:19]([CH3:30])[cH:20][cH:21][c:22]([C:24](=[O:25])[NH:26][CH:27]4[CH2:28][CH2:29]4)[cH:23]3)[c:14](=[O:17])[c:15]2[cH:16]1. Reactants: OC1=CC=C(C=C1)C1=CC=C(C=C1)C1CCC(CC1)(CCCCCCCC)C#N (4-(4'-hydroxybiphenyl-4-yl)-1-cyano-1-octylcyclohexane), C(C(O)C)(=O)OCC (ethyl lactate), N(=NC(=O)OCC)C(=O)OCC (diethyl azodicarboxylate). Run in O1CCCC1 (tetrahydrofuran), O1CCCC1 (tetrahydrofuran). Run at time 1 hour. Product: C(#N)C1(CCC(CC1)C1=CC=C(C=C1)C1=CC=C(C=C1)OC(C(=O)OCC)C)CCCCCCCC (ethyl 2-[4'-(4-cyano-4-octylcyclohexyl)biphenyl-4-yloxy]propionate). As a reaction SMILES: N(C(OCC)=O)=NC(OCC)=O.[OH:13][C:14]1[CH:19]=[CH:18][C:17]([C:20]2[CH:25]=[CH:24][C:23]([CH:26]3[CH2:31][CH2:30][C:29]([C:40]#[N:41])([CH2:32][CH2:33][CH2:34][CH2:35][CH2:36][CH2:37][CH2:38][CH3:39])[CH2:28][CH2:27]3)=[CH:22][CH:21]=2)=[CH:16][CH:15]=1.[C:42]([O:47][CH2:48][CH3:49])(=[O:46])[CH:43]([CH3:45])O>O1CCCC1>[C:40]([C:29]1([CH2:32][CH2:33][CH2:34][CH2:35][CH2:36][CH2:37][CH2:38][CH3:39])[CH2:28][CH2:27][CH:26]([C:23]2[CH:24]=[CH:25][C:20]([C:17]3[CH:16]=[CH:15][C:14]([O:13][CH:43]([CH3:45])[C:42]([O:47][CH2:48][CH3:49])=[O:46])=[CH:19][CH:18]=3)=[CH:21][CH:22]=2)[CH2:31][CH2:30]1)#[N:41]. Procedure: 9.6 g of diethyl azodicarboxylate dissolved in tetrahydrofuran is added to a mixture of 19.4 g of 4-(4'-hydroxybiphenyl-4-yl)-1-cyano-1-octylcyclohexane, 6.5 g of ethyl lactate and 13.1 g of triphenylphosphene in 300 ml of tetrahydrofuran, stirring is carried out for one hour at 50°, the mixture is allowed to stand overnight, the solvent is removed and the residue is taken up in 100 ml of hot toluene. After the toluene solution has been cooled to 0°, it is filtered and the product is isolated fr...